Dataset: the Open Reaction Database (ORD), a public repository of structured organic reaction records. Task: describe an organic reaction: reactants, conditions, products, and yield The reactants are COC(N[C@H](C(=O)N1CC2(OCCO2)C[C@H]1C=1NC(=CN1)C1=CC=C(C=C1)C1=CC2=CC=C(C=C2C=C1)C1=CN=C(N1)[C@H]1N(CCC1)C([C@@H](C1=CC=CC=C1)NC(=O)OC)=O)C(C)C)=O ((S)-1-((S)-8-(5-(4-(6-(2-((S)-1-((R)-2-(methoxycarbonylamino)-2-phenylacetyl)pyrrolidin-2-yl)-1H-imidazol-5-yl)naphthalen-2-yl)phenyl)-1H-imidazol-2-yl)-1,4-dioxa-7-azaspiro[4.4]nonan-7-yl)-3-methyl-1-oxobutan-2-ylcarbamic acid methyl ester), Cl.Cl.Cl.[C@@H]12N[C@@H]([C@@H](CC1)C2)C=2NC(=CN2)C=2C=C1C=CC(=CC1=CC2)C=2C=C1C=CC3=C(NC(=N3)[C@H]3N(CCC3)C([C@H](C3CCOCC3)NC(OC)=O)=O)C1=CC2 (methyl (S)-2-((S)-2-(7-(6-(2-((1R,3S,4S)-2-azabicyclo[2.2.1]heptan-3-yl)-1H-imidazol-5-yl)naphthalen-2-yl)-1H-naphtho[1,2-d]imidazol-2-yl)pyrrolidin-1-yl)-2-oxo-1-(tetrahydro-2H-pyran-4-yl)ethylcarbamate 3HCl salt). Yields the product COC(N[C@H](C(=O)N1[C@@H](CCC1)C1=NC2=C(N1)C1=CC=C(C=C1C=C2)C2=CC1=CC=C(C=C1C=C2)C2=CN=C(N2)[C@H]2N([C@@H]1CC[C@H]2C1)C([C@@H](C1=CC=CC=C1)NC(=O)OC)=O)C1CCOCC1)=O ((S)-2-((S)-2-(7-(6-(2-((1R,3S,4S)-2-((R)-2-(methoxycarbonylamino)-2-phenylacetyl)-2-azabicyclo[2.2.1]heptan-3-yl)-1H-imidazol-5-yl)naphthalen-2-yl)-1H-naphtho[1,2-d]imidazol-2-yl)pyrrolidin-1-yl)-2-oxo-1-(tetrahydro-2H-pyran-4-yl)ethylcarbamic acid methyl ester). Reaction SMILES: COC(=O)N[C@@H](C(C)C)C(N1[C@H](C2NC(C3C=CC(C4C=CC5C(=CC=C(C6NC([C@@H]7CCCN7[C:48](=[O:61])[C@H:49]([NH:56][C:57]([O:59][CH3:60])=[O:58])[C:50]7[CH:55]=[CH:54][CH:53]=[CH:52][CH:51]=7)=NC=6)C=5)C=4)=CC=3)=CN=2)CC2(OCCO2)C1)=O.Cl.Cl.Cl.[C@H:69]12[CH2:75][C@H:72]([CH2:73][CH2:74]1)[C@@H:71]([C:76]1[NH:77][C:78]([C:81]3[CH:82]=[C:83]4[C:88](=[CH:89][CH:90]=3)[CH:87]=[C:86]([C:91]3[CH:92]=[C:93]5[C:120](=[CH:121][CH:122]=3)[C:97]3[NH:98][C:99]([C@@H:101]6[CH2:105][CH2:104][CH2:103][N:102]6[C:106](=[O:119])[C@@H:107]([NH:114][C:115](=[O:118])[O:116][CH3:117])[CH:108]6[CH2:113][CH2:112][O:111][CH2:110][CH2:109]6)=[N:100][C:96]=3[CH:95]=[CH:94]5)[CH:85]=[CH:84]4)=[CH:79][N:80]=1)[NH:70]2>>[CH3:117][O:116][C:115](=[O:118])[NH:114][C@@H:107]([CH:108]1[CH2:109][CH2:110][O:111][CH2:112][CH2:113]1)[C:106]([N:102]1[CH2:103][CH2:104][CH2:105][C@H:101]1[C:99]1[NH:98][C:97]2[C:120]3[C:93]([CH:94]=[CH:95][C:96]=2[N:100]=1)=[CH:92][C:91]([C:86]1[CH:85]=[CH:84][C:83]2[C:88](=[CH:89][CH:90]=[C:81]([C:78]4[NH:77][C:76]([C@@H:71]5[C@@H:72]6[CH2:75][C@@H:69]([CH2:74][CH2:73]6)[N:70]5[C:48](=[O:61])[C@H:49]([NH:56][C:57]([O:59][CH3:60])=[O:58])[C:50]5[CH:55]=[CH:54][CH:53]=[CH:52][CH:51]=5)=[N:80][CH:79]=4)[CH:82]=2)[CH:87]=1)=[CH:122][CH:121]=3)=[O:119] |f:1.2.3.4|. Reported procedure: The title compound was prepared according to the method employed to prepare (S)-1-((S)-8-(5-(4-(6-(2-((S)-1-((R)-2-(methoxycarbonylamino)-2-phenylacetyl)pyrrolidin-2-yl)-1H-imidazol-5-yl)naphthalen-2-yl)phenyl)-1H-imidazol-2-yl)-1,4-dioxa-7-azaspiro[4.4]nonan-7-yl)-3-methyl-1-oxobutan-2-ylcarbamic acid methyl ester, except that methyl (S)-2-((S)-2-(7-(6-(2-((1R,3S,4S)-2-azabicyclo[2.2.1]heptan-3-yl)-1H-imidazol-5-yl)naphthalen-2-yl)-1H-naphtho[1,2-d]imidazol-2-yl)pyrrolidin-1-yl)-2-oxo-1-(tetrah...